Dataset: the Open Reaction Database (ORD), a public repository of structured organic reaction records. Task: describe an organic reaction: reactants, conditions, products, and yield Starting materials: CO, CC(C)(C)OC(=O)N1CCC(NC(=O)c2cc3nccc(Oc4ccc([N+](=O)[O-])cc4F)c3s2)C1, [OH-], [OH-], [Pd+2]. Yields the product CC(C)(C)OC(=O)N1CCC(NC(=O)c2cc3nccc(Oc4ccc(N)cc4F)c3s2)C1. As a reaction SMILES: [CH3:36][OH:37].[F:1][c:2]1[c:3]([O:4][c:5]2[c:6]3[c:7]([n:8][cH:9][cH:10]2)[cH:11][c:12]([C:14](=[O:15])[NH:16][CH:17]2[CH2:18][N:19]([C:22](=[O:23])[O:24][C:25]([CH3:26])([CH3:27])[CH3:28])[CH2:20][CH2:21]2)[s:13]3)[cH:29][cH:30][c:31]([N+:33]([O-:34])=[O:35])[cH:32]1.[OH-:38].[OH-:39].[Pd+2:40]>>[F:1][c:2]1[c:3]([O:4][c:5]2[c:6]3[c:7]([n:8][cH:9][cH:10]2)[cH:11][c:12]([C:14](=[O:15])[NH:16][CH:17]2[CH2:18][N:19]([C:22](=[O:23])[O:24][C:25]([CH3:26])([CH3:27])[CH3:28])[CH2:20][CH2:21]2)[s:13]3)[cH:29][cH:30][c:31]([NH2:33])[cH:32]1.